From a dataset of the Open Reaction Database (ORD), a public repository of structured organic reaction records. describe an organic reaction: reactants, conditions, products, and yield The reactants are CCN(C(C)C)C(C)C, N#Cc1c(Cl)nc(SCc2csc(-c3ccc(Cl)cc3)n2)c(C#N)c1-c1ccc(OCCO)cc1, Cl, NCCF, C1CCOC1. The product is N#Cc1c(NCCF)nc(SCc2csc(-c3ccc(Cl)cc3)n2)c(C#N)c1-c1ccc(OCCO)cc1. Reaction SMILES: [CH:41]([N:42]([CH2:43][CH3:44])[CH:45]([CH3:46])[CH3:47])([CH3:48])[CH3:49].[Cl:1][c:2]1[n:3][c:4]([S:22][CH2:23][c:24]2[n:25][c:26](-[c:29]3[cH:30][cH:31][c:32]([Cl:35])[cH:33][cH:34]3)[s:27][cH:28]2)[c:5]([C:20]#[N:21])[c:6](-[c:10]2[cH:11][cH:12][c:13]([O:16][CH2:17][CH2:18][OH:19])[cH:14][cH:15]2)[c:7]1[C:8]#[N:9].[ClH:36].[F:37][CH2:38][CH2:39][NH2:40].[O:50]1[CH2:51][CH2:52][CH2:53][CH2:54]1>>[c:2]1([NH:40][CH2:39][CH2:38][F:37])[n:3][c:4]([S:22][CH2:23][c:24]2[n:25][c:26](-[c:29]3[cH:30][cH:31][c:32]([Cl:35])[cH:33][cH:34]3)[s:27][cH:28]2)[c:5]([C:20]#[N:21])[c:6](-[c:10]2[cH:11][cH:12][c:13]([O:16][CH2:17][CH2:18][OH:19])[cH:14][cH:15]2)[c:7]1[C:8]#[N:9]. Starting materials: N[C@@H](CC1=CC=C(C=C1)O)C(=O)O (Tyr), N[C@@H](CCC(O)=O)C(=O)O (Glu), N[C@@H](CCCNC(N)=N)C(=O)O (Arg). The product is N[C@@H](CC(C)C)C(=O)O (Leu). Reaction SMILES: [NH2:1][C@H:2]([C:11]([OH:13])=[O:12])[CH2:3][C:4]1[CH:9]=CC(O)=C[CH:5]=1.N[C@H](C(O)=O)CCC(=O)O.N[C@H](C(O)=O)CCCNC(=N)N>>[NH2:1][C@H:2]([C:11]([OH:13])=[O:12])[CH2:3][CH:4]([CH3:9])[CH3:5]. Procedure: Tyr 0.93 (1); Glu 1.04 (1); Arg 0.93 (1) The reactants are CCCCOC(=O)c1nc(Br)c2ccccc2c1O, CN(C)C=O, CCOC(C)=O, N#C[Cu], O. Product: CCCCOC(=O)c1nc(C#N)c2ccccc2c1O. Reaction SMILES: [CH2:1]([CH2:2][CH2:3][CH3:4])[O:5][C:6](=[O:7])[c:8]1[n:9][c:10]([Br:19])[c:11]2[cH:12][cH:13][cH:14][cH:15][c:16]2[c:17]1[OH:18].[CH3:23][N:24]([CH3:25])[CH:26]=[O:27].[CH3:28][CH2:29][O:30][C:31](=[O:32])[CH3:33].[Cu:20][C:21]#[N:22].[OH2:34]>>[CH2:1]([CH2:2][CH2:3][CH3:4])[O:5][C:6](=[O:7])[c:8]1[n:9][c:10]([C:21]#[N:22])[c:11]2[cH:12][cH:13][cH:14][cH:15][c:16]2[c:17]1[OH:18]. The reactants are IC1=CC=C(C=C1)CN1N=C2C(C3=C1N=CC=C3)=NN(C2=O)C2COCCC2 ((±)-5-[(4-iodophenyl)methyl]-2-(tetrahydro-2H-pyran-3-yl)-2,5-dihydro-3H-pyrazolo[4,3-c]pyrido[3,2-e]pyridazin-3-one), C([O-])(O)=O.[Na+] (sodium bicarbonate), CC1=NC=C(C=C1)B(O)O (2-methyl-5-pyridinylboronic acid), C([O-])([O-])=O.[Cs+].[Cs+] (cesium carbonate). Reagents/catalysts: [Cu]Cl (copper(I) chloride), C1(=CC=CC=C1)P([C-]1C=CC=C1)C1=CC=CC=C1.[C-]1(C=CC=C1)P(C1=CC=CC=C1)C1=CC=CC=C1.[Fe+2] (1,1′-bis(diphenylphosphino)ferrocene), C(C)(=O)[O-].[Pd+2].C(C)(=O)[O-] (palladium(II) acetate). Solvent: CN(C)C=O (N,N′-dimethylformamide). Run at time 1 hour. Product: CC1=CC=C(C=N1)C1=CC=C(C=C1)CN1N=C2C(C3=C1N=CC=C3)=NN(C2=O)C2COCCC2 ((±)-5-{[4-(6-Methylpyridin-3-yl)phenyl]methyl}-2-(tetrahydro-2H-pyran-3-yl)-2,5-dihydro-3H-pyrazolo[4,3-c]pyrido[3,2-e]pyridazin-3-one). Reaction SMILES: I[C:2]1[CH:7]=[CH:6][C:5]([CH2:8][N:9]2[C:14]3[N:15]=[CH:16][CH:17]=[CH:18][C:13]=3[C:12]3=[N:19][N:20]([CH:23]4[CH2:28][CH2:27][CH2:26][O:25][CH2:24]4)[C:21](=[O:22])[C:11]3=[N:10]2)=[CH:4][CH:3]=1.[CH3:29][C:30]1[CH:35]=[CH:34][C:33](B(O)O)=[CH:32][N:31]=1.C(=O)([O-])[O-].[Cs+].[Cs+].C(=O)(O)[O-].[Na+]>CN(C=O)C.C([O-])(=O)C.[Pd+2].C([O-])(=O)C.C1(P(C2C=CC=CC=2)[C-]2C=CC=C2)C=CC=CC=1.[C-]1(P(C2C=CC=CC=2)C2C=CC=CC=2)C=CC=C1.[Fe+2].[Cu]Cl>[CH3:29][C:30]1[N:31]=[CH:32][C:33]([C:2]2[CH:7]=[CH:6][C:5]([CH2:8][N:9]3[C:14]4[N:15]=[CH:16][CH:17]=[CH:18][C:13]=4[C:12]4=[N:19][N:20]([CH:23]5[CH2:28][CH2:27][CH2:26][O:25][CH2:24]5)[C:21](=[O:22])[C:11]4=[N:10]3)=[CH:4][CH:3]=2)=[CH:34][CH:35]=1 |f:2.3.4,5.6,8.9.10,11.12.13|. Reported procedure: (±)-5-[(4-Iodophenyl)methyl]-2-(tetrahydro-2H-pyran-3-yl)-2,5-dihydro-3H-pyrazolo[4,3-c]pyrido[3,2-e]pyridazin-3-one [(Example 10, Step 3), 50 mg, 0.10 mmol], 2-methyl-5-pyridinylboronic acid (35 mg, 0.26 mmol, 2.5 equiv), palladium(II) acetate (4.6 mg, 0.21 mmol, 0.2 equiv), 1,1′-bis(diphenylphosphino)ferrocene (11 mg, 0.21 mmol, 0.2 equiv), copper(I) chloride (10 mg, 0.10 mmol, 1 equiv) and cesium carbonate (84 mg, 0.26 mmol, 2.5 equiv) were combined in degassed N,N′-dimethylformamide (3 mL) a... The reactants are CC(=O)C (acetone), CN1C=NC=C1 (1-methylimidazole), Cl (HCl). Solvent: C1CCOC1 (THF), C1CCOC1 (THF). Run at temperature 5 celsius, time 2 hour. Yields the product OC(C)(C)C=1N(C=CN1)C (2-(2-hydroxyprop-2-yl)-1 methylimidazole). Reaction SMILES: [CH3:1][N:2]1[CH:6]=[CH:5][N:4]=[CH:3]1.[CH3:7][C:8]([CH3:10])=[O:9].Cl>C1COCC1>[OH:9][C:8]([C:3]1[N:2]([CH3:1])[CH:6]=[CH:5][N:4]=1)([CH3:10])[CH3:7]. Procedure: The 1-methylimidazole was dissolved in dry THF and the solution cooled to 5° C. A 10% excess n-butylithium was added over one hour period with the reaction vessel being maintained at a temperature range of 5°-20° C. under nitrogen. The solution at the end of the addition was homogenous and purplish in color. After stirring two hours at room temperature, the reaction flask was then cooled to ~10° C. and the acetone in dry THF was added slowly with stirring. After the addition the solution was all... Reactants: C1CCCCC12NC1(CCCCC1)NC2=O (7,14-diazadispiro[5.1.5.2]pentadecan-15-one), C(CCCCC)N=C=O (n-hexylisocyanate), N12CCN(CC1)CC2 (1,4-diazabicyclo[2.2.2]octane). Solvent: C1=CC=CC=C1 (benzene). Conditions: time 24 hour. Product: C(CCCCC)NC(=O)N1C2(NC3(CCCCC3)C1=O)CCCCC2 (14-n-hexylcarbamoyl-7,14-diazadispiro[5.1.5.2]pentadecan-15-one). As a reaction SMILES: [CH2:1]1[C:6]2([C:15](=[O:16])[NH:14][C:8]3([CH2:13][CH2:12][CH2:11][CH2:10][CH2:9]3)[NH:7]2)[CH2:5][CH2:4][CH2:3][CH2:2]1.[CH2:17]([N:23]=[C:24]=[O:25])[CH2:18][CH2:19][CH2:20][CH2:21][CH3:22].N12CCN(CC1)CC2>C1C=CC=CC=1>[CH2:17]([NH:23][C:24]([N:14]1[C:15](=[O:16])[C:6]2([CH2:1][CH2:2][CH2:3][CH2:4][CH2:5]2)[NH:7][C:8]21[CH2:13][CH2:12][CH2:11][CH2:10][CH2:9]2)=[O:25])[CH2:18][CH2:19][CH2:20][CH2:21][CH3:22]. Procedure: 5.5 Parts of 7,14-diazadispiro[5.1.5.2]pentadecan-15-one, 3.2 parts of n-hexylisocyanate and a trace of 1,4-diazabicyclo[2.2.2]octane in 100 parts of dry benzene were heated at reflux for 36 hours. The solvent was evaporated in vacuo and the residue stirred with 100 parts of water for 24 hours. This phase was extracted three times with 100 parts of chloroform and the extracts dried over magnesium sulphate. Evaporation of the solvent in vacuo gave an oil which was distilled at 157°C (0.3 mm press... The reactants are FC(C(=O)O)(F)F (Trifluoroacetic acid), C(C)(C)(C)OC(N[C@@H](CC1=CC=C(C=C1)OCC1=CC=CC=C1)C1=NC2=C(N1)C=CC=C2)=O ([(S)-1-(1H-Benzimidazol-2-yl)-2-(4-benzyloxy-phenyl)-ethyl]-carbamic acid tert-butyl ester). Run in C(Cl)Cl (CH2Cl2). Conditions: time 2 hour. The product is FC(C(=O)[O-])(F)F.N1C(=NC2=C1C=CC=C2)[C@H](CC2=CC=C(C=C2)OCC2=CC=CC=C2)[NH3+] ((S)-1-(1H-Benzimidazol-2-yl)-2-(4-benzyloxy-phenyl)-ethylammonium trifluoro-acetate). As a reaction SMILES: [F:1][C:2]([F:7])([F:6])[C:3]([OH:5])=[O:4].C(OC(=O)[NH:14][C@H:15]([C:31]1[NH:35][C:34]2[CH:36]=[CH:37][CH:38]=[CH:39][C:33]=2[N:32]=1)[CH2:16][C:17]1[CH:22]=[CH:21][C:20]([O:23][CH2:24][C:25]2[CH:30]=[CH:29][CH:28]=[CH:27][CH:26]=2)=[CH:19][CH:18]=1)(C)(C)C>C(Cl)Cl>[F:1][C:2]([F:7])([F:6])[C:3]([O-:5])=[O:4].[NH:32]1[C:33]2[CH:39]=[CH:38][CH:37]=[CH:36][C:34]=2[N:35]=[C:31]1[C@@H:15]([NH3+:14])[CH2:16][C:17]1[CH:22]=[CH:21][C:20]([O:23][CH2:24][C:25]2[CH:30]=[CH:29][CH:28]=[CH:27][CH:26]=2)=[CH:19][CH:18]=1 |f:3.4|. Procedure: Trifluoroacetic acid (0.063 mL, 0.82 mmol) was added to a room temperature solution of [(S)-1-(1H-Benzimidazol-2-yl)-2-(4-benzyloxy-phenyl)-ethyl]-carbamic acid tert-butyl ester (0.073 g, 0.16 mmol) in CH2Cl2 (10 mL). The resulting solution was stirred at room temperature for 2 hours, and then concentrated in vacuo to give (S)-1-(1H-Benzimidazol-2-yl)-2-(4-benzyloxy-phenyl)-ethylammonium trifluoro-acetate as a red-brown oil. This material was re-suspended in CH2Cl2 (4 mL) and treated with a room... The reactants are Cc1ccc2c(c1)C(=O)OC2=O, Cl, Cc1cc(C(=O)O)c(C(=O)O)cc1Cl, I, O, O=S(=O)(O)O, O=S(=O)(O)O, Cc1ccccc1C. Yields the product Cc1ccc2c(c1Cl)C(=O)OC2=O. RXN SMILES: [CH3:1][c:2]1[cH:3][c:4]2[c:5]([cH:11][cH:12]1)[C:6](=[O:7])[O:8][C:9]2=[O:10].[Cl:24].[Cl:25][c:26]1[cH:27][c:28]([C:29]([OH:30])=[O:31])[c:32]([C:33]([OH:34])=[O:35])[cH:36][c:37]1[CH3:38].[I:13].[OH2:47].[S:14](=[O:15])(=[O:16])([OH:17])[OH:18].[S:19]([OH:20])([OH:21])(=[O:22])=[O:23].[c:39]1([CH3:40])[c:41]([CH3:42])[cH:43][cH:44][cH:45][cH:46]1>>[CH3:1][c:2]1[c:3]([Cl:25])[c:4]2[c:5]([cH:11][cH:12]1)[C:6](=[O:7])[O:8][C:9]2=[O:10].